This data is from the Open Reaction Database (ORD), a public repository of structured organic reaction records. The task is: describe an organic reaction: reactants, conditions, products, and yield Starting materials: OC(C(=O)O)CC1=CC=C(C=C1)[N+](=O)[O-] (2-Hydroxy-3-(4-nitrophenyl)propionic acid), Cl (HCl), CO (methanol). Product: OC(C(=O)OC)CC1=CC=C(C=C1)[N+](=O)[O-] (Methyl 2-hydroxy-3-(4-nitrophenyl)propionate). As a reaction SMILES: [OH:1][CH:2]([CH2:6][C:7]1[CH:12]=[CH:11][C:10]([N+:13]([O-:15])=[O:14])=[CH:9][CH:8]=1)[C:3]([OH:5])=[O:4].Cl.[CH3:17]O>>[OH:1][CH:2]([CH2:6][C:7]1[CH:12]=[CH:11][C:10]([N+:13]([O-:15])=[O:14])=[CH:9][CH:8]=1)[C:3]([O:5][CH3:17])=[O:4]. Reported procedure: A solution of the product from step (a) (3.0 g) and c.HCl (0.5 ml) in methanol (100 ml) was refluxed for 1 hour. The solvents were evaporated in vacuo and the residue flash chromatographed through a silica column using methanol/chloroform (3:100 v/v) to give the desired product as a pale yellow solid (2.7 g). The 200 MHz 1H NMR was consistent with the proposed structure. Reactants: BrC=1C=C(CC2NCCC3=CC(=C(C=C23)OC)OC)C=CC1OC (1-(3-Bromo-4-methoxy-benzyl)-6,7-dimethoxy-1,2,3,4-tetrahydroisoquinoline), BrCC(=O)Br (2-bromoacetyl bromide), NC1CCC2=CC=CC=C12 (1-amino-indane). Product: BrC=1C=C(CC2N(CCC3=CC(=C(C=C23)OC)OC)CC(=O)NC2CCC3=CC=CC=C23)C=CC1OC (2-[1-(3-Bromo-4-methoxy-benzyl)-6,7-dimethoxy-3,4-dihydro-1H-isoquinolin-2-yl]-N-(indan-1-yl)-acetamide). As a reaction SMILES: [Br:1][C:2]1[CH:3]=[C:4]([CH:20]=[CH:21][C:22]=1[O:23][CH3:24])[CH2:5][CH:6]1[C:15]2[C:10](=[CH:11][C:12]([O:18][CH3:19])=[C:13]([O:16][CH3:17])[CH:14]=2)[CH2:9][CH2:8][NH:7]1.Br[CH2:26][C:27](Br)=[O:28].[NH2:30][CH:31]1[C:39]2[C:34](=[CH:35][CH:36]=[CH:37][CH:38]=2)[CH2:33][CH2:32]1>>[Br:1][C:2]1[CH:3]=[C:4]([CH:20]=[CH:21][C:22]=1[O:23][CH3:24])[CH2:5][CH:6]1[C:15]2[C:10](=[CH:11][C:12]([O:18][CH3:19])=[C:13]([O:16][CH3:17])[CH:14]=2)[CH2:9][CH2:8][N:7]1[CH2:26][C:27]([NH:30][CH:31]1[C:39]2[C:34](=[CH:35][CH:36]=[CH:37][CH:38]=2)[CH2:33][CH2:32]1)=[O:28]. Procedure: prepared by reaction of 1-(3-Bromo-4-methoxy-benzyl)-6,7-dimethoxy-1,2,3,4-tetrahydroisoquinoline and 2-bromoacetyl bromide with 1-amino-indane Run in C(Cl)(Cl)(Cl)Cl (CCl4). The product is COC(C1=C(C=CC=C1)CBr)=O (2-bromomethyl-benzoic acid methyl ester). Procedure details: To a solution of 2-methyl-benzoic acid methyl ester (4.58 g, 30.5 mmol) in CCl4 (75 mL) was added N-bromosuccinimide (5.79 g, 32.5 mmol) followed by 1,1′-azobis(cyclohexanecarbonitrile) (1.42 g, 5.80 mmol). The resultant mixture was refluxed for 6 hours then cooled to room temperature, filtered through filter paper, and concentrated. Purification of the crude material by column chromatography on silica gel (20:1:hexanes-EtOAc) provided 5.44 g (78%) of 2-bromomethyl-benzoic acid methyl ester as a... Starting materials: COC(C1=C(C=CC=C1)C)=O (2-methyl-benzoic acid methyl ester), BrN1C(CCC1=O)=O (N-bromosuccinimide), resultant mixture, N(=NC1(CCCCC1)C#N)C1(CCCCC1)C#N (1,1′-azobis(cyclohexanecarbonitrile)). Reaction SMILES: [CH3:1][O:2][C:3](=[O:11])[C:4]1[CH:9]=[CH:8][CH:7]=[CH:6][C:5]=1[CH3:10].[Br:12]N1C(=O)CCC1=O.N(C1(C#N)CCCCC1)=NC1(C#N)CCCCC1>C(Cl)(Cl)(Cl)Cl>[CH3:1][O:2][C:3](=[O:11])[C:4]1[CH:9]=[CH:8][CH:7]=[CH:6][C:5]=1[CH2:10][Br:12]. Isolated yield 77.9%. Reactants: ClC=1C=CC2=C(SC(C2OCO)C2CCCC2)C1Cl (6,7-dichloro-2-cyclopentyl-2,3-dihydro-3-hydroxymethoxybenzo[b]thiophene), B(F)(F)F.CCOCC (boron trifluoride etherate), [OH-].[Na+] (sodium hydroxide). Run in C(C)(=O)O (acetic acid). Run at time 8 hour. The product is ClC=1C(=CC2=C(SC(=C2)C2CCCC2)C1Cl)OC (6,7-dichloro-2-cyclopentyl-5-methoxybenzo-[b]thiophene). As a reaction SMILES: [Cl:1][C:2]1[CH:3]=[CH:4][C:5]2[CH:9](OCO)[CH:8]([CH:13]3[CH2:17][CH2:16][CH2:15][CH2:14]3)[S:7][C:6]=2[C:18]=1[Cl:19].B(F)(F)F.C[CH2:25][O:26]CC.[OH-].[Na+]>C(O)(=O)C>[Cl:1][C:2]1[C:3]([O:26][CH3:25])=[CH:4][C:5]2[CH:9]=[C:8]([CH:13]3[CH2:14][CH2:15][CH2:16][CH2:17]3)[S:7][C:6]=2[C:18]=1[Cl:19] |f:1.2,3.4|. Reported procedure: A mixture of 2.5 g of 6,7-dichloro-2-cyclopentyl-2,3-dihydro-3-hydroxymethoxybenzo[b]thiophene and 10 ml of glacial acetic acid containing 5 ml of boron trifluoride etherate is warmed on a steam bath for 15 minutes and allowed to stand overnight. The mixture is poured into a chilled solution of dilute sodium hydroxide and the organic material is extracted into ether. Washing with water, followed by drying over anhydrous magnesium sulfate and evaporation in vacuo, gives 2.0 g of wax-like crystals... Starting materials: O=C([O-])[O-], ClCCl, O=C(O)C(F)(F)F, [Na+], [Na+], CC(C)(C)OC(=O)N1CC2CC1CN2C(=O)c1nc2ccccc2[nH]1. Product: O=C(c1nc2ccccc2[nH]1)N1CC2CC1CN2. Reaction SMILES: [C:26](=[O:27])([O-:28])[O-:29].[Cl:39][CH2:40][Cl:41].[F:32][C:33]([F:34])([F:35])[C:36]([OH:37])=[O:38].[Na+:30].[Na+:31].[nH:1]1[c:2]([C:10](=[O:11])[N:12]2[CH:13]3[CH2:14][N:15]([C:19]([O:20][C:21]([CH3:22])([CH3:23])[CH3:24])=[O:25])[CH:16]([CH2:17]2)[CH2:18]3)[n:3][c:4]2[c:5]1[cH:6][cH:7][cH:8][cH:9]2>>[nH:1]1[c:2]([C:10](=[O:11])[N:12]2[CH:13]3[CH2:14][NH:15][CH:16]([CH2:17]2)[CH2:18]3)[n:3][c:4]2[c:5]1[cH:6][cH:7][cH:8][cH:9]2.